This data is from the Open Reaction Database (ORD), a public repository of structured organic reaction records. The task is: describe an organic reaction: reactants, conditions, products, and yield The reactants are COc1ccc(C2CCOCC2)c2sc(N)nc12, O=C(O)c1ccnc(CCl)c1, COc1ccc(C2COCCOC2)c2sc(NC(=O)c3ccc(C)s3)nc12. The product is COc1ccc(C2CCOCC2)c2sc(NC(=O)c3ccnc(CCl)c3)nc12. Reaction SMILES: [CH3:1][O:2][c:3]1[cH:4][cH:5][c:6]([CH:13]2[CH2:14][CH2:15][O:16][CH2:17][CH2:18]2)[c:7]2[c:8]1[n:9][c:10]([NH2:12])[s:11]2.[Cl:19][CH2:20][c:21]1[cH:22][c:23]([C:24](=[O:25])[OH:26])[cH:27][cH:28][n:29]1.[O:30]1[CH2:31][CH:32]([c:33]2[c:34]3[s:35][c:36]([NH:37][C:38]([c:39]4[s:40][c:41]([CH3:42])[cH:43][cH:44]4)=[O:45])[n:46][c:47]3[c:48]([O:49][CH3:50])[cH:51][cH:52]2)[CH2:53][O:54][CH2:55][CH2:56]1>>[CH3:1][O:2][c:3]1[cH:4][cH:5][c:6]([CH:13]2[CH2:14][CH2:15][O:16][CH2:17][CH2:18]2)[c:7]2[c:8]1[n:9][c:10]([NH:12][C:24]([c:23]1[cH:22][c:21]([CH2:20][Cl:19])[n:29][cH:28][cH:27]1)=[O:25])[s:11]2. Starting materials: COC(=O)C1=NC(=CC=C1F)Cl (6-chloro-3-fluoropyridin-2-carboxylic acid methyl ester), C1(=CC=CC=C1)O (phenol), C([O-])([O-])=O.[K+].[K+] (potassium carbonate), Cl (hydrochloric acid), crude product, C(CC(O)(C(=O)O)CC(=O)O)(=O)O (citric acid). The solvent is CN(C=O)C (dimethylformamide), C1(=CC=CC=C1)C (toluene), [H-].C(C(C)C)[Al+]CC(C)C (diisobutylaluminum hydride), O (water). Run at temperature 100 celsius, time 1.5 hour. The product is ClC1=CC=C(C(=N1)CO)OC1=CC=CC=C1 ((6-chloro-3-phenoxypyridin-2-yl)methanol). Reaction SMILES: CO[C:3]([C:5]1[C:10](F)=[CH:9][CH:8]=[C:7]([Cl:12])[N:6]=1)=[O:4].[C:13]1([OH:19])[CH:18]=[CH:17][CH:16]=[CH:15][CH:14]=1.C(=O)([O-])[O-].[K+].[K+].Cl.C(O)(=O)CC(CC(O)=O)(C(O)=O)O>CN(C)C=O.C1(C)C=CC=CC=1.[H-].C([Al+]CC(C)C)C(C)C.O>[Cl:12][C:7]1[N:6]=[C:5]([CH2:3][OH:4])[C:10]([O:19][C:13]2[CH:18]=[CH:17][CH:16]=[CH:15][CH:14]=2)=[CH:9][CH:8]=1 |f:2.3.4,9.10|. Reported procedure: To a solution of 6-chloro-3-fluoropyridin-2-carboxylic acid methyl ester (245 mg) in dimethylformamide (3 ml), 200 mg of phenol and 393 mg of potassium carbonate were added, and the reaction solution was stirred at 100° C. for 1.5 hours. The reaction solution was cooled, then 1N hydrochloric acid was added, and the mixture was extracted with ethyl acetate. The combined organic layers were washed with a saturated saline solution and dried over anhydrous sodium sulfate. The solvent was distilled o... Reactants: N#N (N2), BrC=1C=C2C(=CC(OC2=CC1)=O)NC1CCN(CC1)CC=CC1=CC=CC=C1 (6-Bromo-4-[1-(3-phenyl-allyl)-piperidine-4-ylamino]-chromen-2-one), [Br-].C(C)C(C[Zn+])CC (2-ethylbutyl zinc bromide). Reagents/catalysts: C1=CC=C(C=C1)P([C-]2C=CC=C2)C3=CC=CC=C3.C1=CC=C(C=C1)P([C-]2C=CC=C2)C3=CC=CC=C3.Cl[Pd]Cl.[Fe+2] (Pd(dppf)Cl2), [Cu]I (CuI). Solvent: C1CCOC1 (THF). Reaction conditions: temperature 160 celsius. Yields the product C(C)C(CC=1C=C2C(=CC(OC2=CC1)=O)NC1CCN(CC1)CC=CC1=CC=CC=C1)CC (6-(2-ethylbutyl)-4-[1-(3-phenyl-allyl)-piperidine-4-ylamino]-chromen-2-one). The yield is 23.0%. RXN SMILES: N#N.Br[C:4]1[CH:5]=[C:6]2[C:11](=[CH:12][CH:13]=1)[O:10][C:9](=[O:14])[CH:8]=[C:7]2[NH:15][CH:16]1[CH2:21][CH2:20][N:19]([CH2:22][CH:23]=[CH:24][C:25]2[CH:30]=[CH:29][CH:28]=[CH:27][CH:26]=2)[CH2:18][CH2:17]1.[Br-].[CH2:32]([CH:34]([CH2:37][CH3:38])[CH2:35][Zn+])[CH3:33]>C1COCC1.C1C=CC(P(C2C=CC=CC=2)[C-]2C=CC=C2)=CC=1.C1C=CC(P(C2C=CC=CC=2)[C-]2C=CC=C2)=CC=1.Cl[Pd]Cl.[Fe+2].[Cu]I>[CH2:32]([CH:34]([CH2:37][CH3:38])[CH2:35][C:4]1[CH:5]=[C:6]2[C:11](=[CH:12][CH:13]=1)[O:10][C:9](=[O:14])[CH:8]=[C:7]2[NH:15][CH:16]1[CH2:17][CH2:18][N:19]([CH2:22][CH:23]=[CH:24][C:25]2[CH:30]=[CH:29][CH:28]=[CH:27][CH:26]=2)[CH2:20][CH2:21]1)[CH3:33] |f:2.3,5.6.7.8|. Reported procedure: Into a dry microwave vial under N2 was added 6-Bromo-4-[1-(3-phenyl-allyl)-piperidine-4-ylamino]-chromen-2-one (20 mg, 0.046 mmol), Pd(dppf)Cl2 (about 5 mol %), and CuI (about 6 mol %) in dry THF (0.5 mL) followed by 2-ethylbutyl zinc bromide (0.273 mL, 0.138 mmol (0.5M in THF)) dropwise. The solution was heated in the microwave for 10 minutes at 160° C., filtered, and was purified by Prep HPLC to give 4.7 mg (18%) of the desired compound as the TFA salt. MS (ESI(+)Q1MS m/z 445 (M+H)+; 1H NMR (3... Starting materials: CO, Cl, NCCc1csc2ccccc12. Yields the product c1ccc2c3c(sc2c1)CNCC3. Reaction SMILES: [CH3:14][OH:15].[ClH:1].[s:2]1[c:3]2[c:4]([c:5]([CH2:7][CH2:8][NH2:9])[cH:6]1)[cH:10][cH:11][cH:12][cH:13]2>>[s:2]1[c:3]2[c:4]([c:5]3[c:6]1[CH2:14][NH:9][CH2:8][CH2:7]3)[cH:10][cH:11][cH:12][cH:13]2. The reactants are NC1=NNC=C1 (3-Aminopyrazole), BrCC1CC1 ((Bromomethyl)cyclopropane), [OH-].[K+] (Potassium hydroxide). The solvent is CS(=O)C (DMSO), [Cl-].[Na+].O (brine). Conditions: time 8 hour. Yields the product C1(CC1)CN1N=C(C=C1)N (1-Cyclopropylmethyl-1H-pyrazol-3-ylamine), oil. Isolated yield 31.0%. Reaction SMILES: [NH2:1][C:2]1[CH:6]=[CH:5][NH:4][N:3]=1.[OH-].[K+].Br[CH2:10][CH:11]1[CH2:13][CH2:12]1>CS(C)=O.[Cl-].[Na+].O>[CH:11]1([CH2:10][N:4]2[CH:5]=[CH:6][C:2]([NH2:1])=[N:3]2)[CH2:13][CH2:12]1 |f:1.2,5.6.7|. Reported procedure: 3-Aminopyrazole (2.43 g, 29 mmol) were dissolved in 30 ml DMSO. Potassium hydroxide (4.8 g, 86 mmol) was added and the mixture was stirred at room temperature for 30 min. (Bromomethyl)cyclopropane (4.4 g, 32 mmol) was added and stirring was continued at room temperature overnight. The reaction mixture was poured into 100 ml brine and extracted three time with 100 ml ethyl acetate. The organic phases were pooled, dried with sodium sulfate and evaporated. The two regiosomers were separated by flas...